This data is from the Open Reaction Database (ORD), a public repository of structured organic reaction records. The task is: describe an organic reaction: reactants, conditions, products, and yield The reactants are Cl.NO (hydroxylamine hydrochloride), [OH-].[Na+] (sodium hydroxide), ClC1=C(C(=O)OC)C=CC=N1 (methyl 2-chloronicotinate), Cl (hydrochloric acid). Run in O (water), CO (methanol). Run at time 1 hour. The product is ClC1=NC=CC=C1C(=O)NO (2-Chloropyridine-3-carbohydroxamic Acid). Isolated yield 70.6%. As a reaction SMILES: Cl.[NH2:2][OH:3].[OH-].[Na+].[Cl:6][C:7]1[N:16]=[CH:15][CH:14]=[CH:13][C:8]=1[C:9](OC)=[O:10].Cl>O.CO>[Cl:6][C:7]1[C:8]([C:9]([NH:2][OH:3])=[O:10])=[CH:13][CH:14]=[CH:15][N:16]=1 |f:0.1,2.3|. Procedure: To a solution of hydroxylamine hydrochloride (6.75 g) in water (25 ml) was added sodium hydroxide solution (7.65 g sodium hydroxide in 50 ml water) with stirring under ice cooling. To this stirring solution was added methyl 2-chloronicotinate (15.5 g) in methanol. After being stirred at room temperature for 2.5 hours, pH was adjusted to 3.5 with 6N-hydrochloric acid under ice cooling. After 1 hour, the title compound (11.0 g) was obtained by filtering the precipitated crystals and washing with w... Starting materials: CN(CC=C(I)c1ccc(Br)cc1)CC(=O)O, O=C([O-])[O-], COCCOC, [Na+], [Na+], c1ccc(P(c2ccccc2)(c2ccccc2)[Pd](P(c2ccccc2)(c2ccccc2)c2ccccc2)(P(c2ccccc2)(c2ccccc2)c2ccccc2)P(c2ccccc2)(c2ccccc2)c2ccccc2)cc1, OB(O)c1ccsc1. The product is CN(CC=C(c1ccc(Br)cc1)c1ccsc1)CC(=O)O. Reaction SMILES: [Br:1][c:2]1[cH:3][cH:4][c:5]([C:8](=[CH:9][CH2:10][N:11]([CH3:12])[CH2:13][C:14](=[O:15])[OH:16])[I:17])[cH:6][cH:7]1.[C:26](=[O:27])([O-:28])[O-:29].[CH2:32]([CH2:33][O:34][CH3:35])[O:36][CH3:37].[Na+:30].[Na+:31].[cH:38]1[cH:39][cH:40][c:41]([P:42]([Pd:43]([P:44]([c:45]2[cH:46][cH:47][cH:48][cH:49][cH:50]2)([c:51]2[cH:52][cH:53][cH:54][cH:55][cH:56]2)[c:57]2[cH:58][cH:59][cH:60][cH:61][cH:62]2)([P:63]([c:64]2[cH:65][cH:66][cH:67][cH:68][cH:69]2)([c:70]2[cH:71][cH:72][cH:73][cH:74][cH:75]2)[c:76]2[cH:77][cH:78][cH:79][cH:80][cH:81]2)[P:82]([c:83]2[cH:84][cH:85][cH:86][cH:87][cH:88]2)([c:89]2[cH:90][cH:91][cH:92][cH:93][cH:94]2)[c:95]2[cH:96][cH:97][cH:98][cH:99][cH:100]2)([c:101]2[cH:102][cH:103][cH:104][cH:105][cH:106]2)[c:107]2[cH:108][cH:109][cH:110][cH:111][cH:112]2)[cH:113][cH:114]1.[s:18]1[cH:19][c:20]([B:23]([OH:24])[OH:25])[cH:21][cH:22]1>>[Br:1][c:2]1[cH:3][cH:4][c:5]([C:8](=[CH:9][CH2:10][N:11]([CH3:12])[CH2:13][C:14](=[O:15])[OH:16])[c:20]2[cH:19][s:18][cH:22][cH:21]2)[cH:6][cH:7]1. The reactants are ClC=1C=CC2=C(CCC=3C(=NC=CC3)C2=C2NCCCC2)C1 (8-chloro-5,6-dihydro-11-H-benzo[5,6]cyclohepta[1,2-b]pyrid-11-ylidene-piperidine), CC=1N(C2=C(C=NC=C2)N1)C1=CC=C(C(=O)O)C=C1 (4-(2-methylimidazo[4,5-c]pyrid-1-yl)benzoic acid), O.ON1N=NC2=C1C=CC=C2 (1-hydroxybenzotriazole hydrate), Cl.CN(CCCN=C=NCC)C (1-(3-dimethylaminopropyl)-3-ethylcarbodiimide hydrochloride), CN1CCOCC1 (4-methylmorpholine). Run in ClCCl (dichloromethane). Reaction conditions: time 16 hour. The product is O.ClC=1C=CC2=C(CCC=3C(=NC=CC3)C2=C2CCN(CC2)C(C2=CC=C(C=C2)N2C(=NC=3C=NC=CC32)C)=O)C1.ClC=1C=CC3=C(CCC=2C(=NC=CC2)C3=C3CCN(CC3)C(C3=CC=C(C=C3)N3C(=NC=2C=NC=CC23)C)=O)C1 (4-(8-Chloro-5,6-dihydro-11H-benzo[5,6]cyclohepta[1,2-b]pyrid-11-ylidene) -1-[4-(2-methylimidazo[4,5-c]pyrid-1-yl)benzoyl]piperidine hemihydrate). Yield: 27.1%. Reaction SMILES: [Cl:1][C:2]1[CH:3]=[CH:4][C:5]2[C:15](=[C:16]3CCCCN3)[C:10]3=[N:11][CH:12]=[CH:13][CH:14]=[C:9]3[CH2:8][CH2:7][C:6]=2[CH:22]=1.[CH3:23][C:24]1[N:25]([C:33]2[CH:41]=[CH:40][C:36]([C:37]([OH:39])=[O:38])=[CH:35][CH:34]=2)[C:26]2[CH:31]=[CH:30][N:29]=[CH:28][C:27]=2[N:32]=1.O.O[N:44]1[C:48]2C=[CH:50][CH:51]=[CH:52][C:47]=2N=N1.Cl.CN(C)CCCN=C=NCC.C[N:66]1[CH2:71][CH2:70]O[CH2:68][CH2:67]1>ClCCl>[OH2:38].[Cl:1][C:2]1[CH:3]=[CH:4][C:5]2[C:15](=[C:52]3[CH2:51][CH2:50][N:44]([C:37](=[O:39])[C:36]4[CH:35]=[CH:34][C:33]([N:25]5[C:26]6[CH:31]=[CH:30][N:29]=[CH:28][C:27]=6[N:32]=[C:24]5[CH3:23])=[CH:41][CH:40]=4)[CH2:48][CH2:47]3)[C:10]3=[N:11][CH:12]=[CH:13][CH:14]=[C:9]3[CH2:8][CH2:7][C:6]=2[CH:22]=1.[Cl:1][C:2]1[CH:3]=[CH:4][C:5]2[C:15](=[C:16]3[CH2:68][CH2:67][N:66]([C:37](=[O:39])[C:36]4[CH:35]=[CH:34][C:33]([N:25]5[C:26]6[CH:31]=[CH:30][N:29]=[CH:28][C:27]=6[N:32]=[C:24]5[CH3:23])=[CH:41][CH:40]=4)[CH2:71][CH2:70]3)[C:10]3=[N:11][CH:12]=[CH:13][CH:14]=[C:9]3[CH2:8][CH2:7][C:6]=2[CH:22]=1 |f:2.3,4.5,8.9.10|. Procedure details: A solution of 4-(8-chloro-5,6-dihydro-11-H-benzo[5,6]cyclohepta[1,2-b]pyrid-11-ylidene-piperidine (224 mg, 0.75 mmol) and (4-(2-methylimidazo[4,5-c]pyrid-1-yl)benzoic acid (190 mg, 0.75 mmol) in dichloromethane (12 ml) was treated sequentially with 1-hydroxybenzotriazole hydrate (102 mg, 0.75 mmol), 1-(3-dimethylaminopropyl)-3-ethylcarbodiimide hydrochloride (290 mg, 1.5 mmol) and 4-methylmorpholine (165 μl; 1.5 mmol). The mixture was stirred at room temperature for 16 hours, washed with water, ... The reactants are CC(C)(C)OC(=O)N[C@@H](CC#C)C(=O)O (Boc-L-propargylglycine), C(C1=CC=CC=C1)N=[N+]=[N-] (benzyl azide), O=C1C(O)=C([O-])[C@H](O1)[C@@H](O)CO.[Na+] (sodium ascorbate). The reagents and catalysts are C(C)(=O)[O-].[Cu+2].C(C)(=O)[O-] (copper(II)acetate). Run in O.CC(C)(C)O (water t-BuOH), C(C)(=O)OCC (ethyl acetate). Reaction conditions: time 12 hour. The product is C(C1=CC=CC=C1)N1N=NC(=C1)C[C@@H](C(=O)O)NC(=O)OC(C)(C)C ((S)-3-(1-Benzyl-1H-[1,2,3]triazol-4-yl)-2-tert-butoxycarbonylamino-propionic acid). As a reaction SMILES: [CH3:1][C:2]([O:5][C:6]([NH:8][C@H:9]([C:13]([OH:15])=[O:14])[CH2:10][C:11]#[CH:12])=[O:7])([CH3:4])[CH3:3].[CH2:16]([N:23]=[N+:24]=[N-:25])[C:17]1[CH:22]=[CH:21][CH:20]=[CH:19][CH:18]=1.O=C1O[C@H]([C@H](CO)O)C([O-])=C1O.[Na+]>O.CC(O)(C)C.C(OCC)(=O)C.C([O-])(=O)C.[Cu+2].C([O-])(=O)C>[CH2:16]([N:23]1[CH:12]=[C:11]([CH2:10][C@H:9]([NH:8][C:6]([O:5][C:2]([CH3:1])([CH3:3])[CH3:4])=[O:7])[C:13]([OH:15])=[O:14])[N:25]=[N:24]1)[C:17]1[CH:22]=[CH:21][CH:20]=[CH:19][CH:18]=1 |f:2.3,4.5,7.8.9|. Procedure details: A mixture of 430 mg Boc-L-propargylglycine, 269 mg benzyl azide, 36 mg copper(II)acetate and 80 mg sodium ascorbate in 15 ml water/t-BuOH (1:1) was stirred for 12 h at RT. The reaction mixture was diluted with ethyl acetate, washed with brine (2×) and the aqueous phase reextracted with ethyl acetate. The crude product obtained after evaporation of the solvent was pure enough for the subsequent transformation. Yield: 855 mg. Reactants: O=C(O)c1ccnc(Br)c1, CCOC(=O)C(N)Cc1ccc(OC)c(OC)c1, C(=NC1CCCCC1)=NC1CCCCC1, ClCCl, O, On1nnc2ccccc21. Yields the product CCOC(=O)C(Cc1ccc(OC)c(OC)c1)NC(=O)c1ccnc(Br)c1. Reaction SMILES: [Br:19][c:20]1[cH:21][c:22]([C:23](=[O:24])[OH:25])[cH:26][cH:27][n:28]1.[CH2:1]([CH3:2])[O:3][C:4]([CH:5]([NH2:6])[CH2:7][c:8]1[cH:9][c:10]([O:16][CH3:17])[c:11]([O:14][CH3:15])[cH:12][cH:13]1)=[O:18].[CH2:40]1[CH2:41][CH2:42][CH:43]([N:44]=[C:45]=[N:46][CH:47]2[CH2:48][CH2:49][CH2:50][CH2:51][CH2:52]2)[CH2:53][CH2:54]1.[CH2:55]([Cl:56])[Cl:57].[OH2:29].[OH:30][n:31]1[c:32]2[cH:33][cH:34][cH:35][cH:36][c:37]2[n:38][n:39]1>>[CH2:1]([CH3:2])[O:3][C:4]([CH:5]([NH:6][C:23]([c:22]1[cH:21][c:20]([Br:19])[n:28][cH:27][cH:26]1)=[O:24])[CH2:7][c:8]1[cH:9][c:10]([O:16][CH3:17])[c:11]([O:14][CH3:15])[cH:12][cH:13]1)=[O:18]. Reactants: Cl.N1=C(C=CC=C1)N(C(=O)C1=CC2=C(N(C(=N2)CNC2=CC=C(C=C2)C(N)=N)C)C=C1)CCC(=O)OCC (1-methyl-2-[N-(4-amidinophenyl) aminomethyl]-benzimidazol-5-yl-carboxylic acid-N-(2-pyridyl)-N-(2-ethoxycarbonylethyl)amide hydrochloride), ClC(=O)OCCS(=O)(=O)C (2-(methylsulfonyl)ethyl chloroformate), C31H35N7O7S. Run in ClCCl.CO (dichloromethane methanol). The product is N1=C(C=CC=C1)N(C(=O)C1=CC2=C(N(C(=N2)CNC2=CC=C(C=C2)C(NC(=O)OCCS(=O)(=O)C)=N)C)C=C1)CCC(=O)OCC (1-Methyl-2-[N-[4-[N-(2-methylsulfonylethyloxycarbonyl) amidino]phenyl]aminomethyl]-benzimidazol-5-yl-carboxylic acid-N-(2-pyridyl)-N-(2-ethoxycarbonylethyl)amide). Yield: 65.0%. RXN SMILES: Cl.[N:2]1[CH:7]=[CH:6][CH:5]=[CH:4][C:3]=1[N:8]([CH2:32][CH2:33][C:34]([O:36][CH2:37][CH3:38])=[O:35])[C:9]([C:11]1[CH:31]=[CH:30][C:14]2[N:15]([CH3:29])[C:16]([CH2:18][NH:19][C:20]3[CH:25]=[CH:24][C:23]([C:26](=[NH:28])[NH2:27])=[CH:22][CH:21]=3)=[N:17][C:13]=2[CH:12]=1)=[O:10].Cl[C:40]([O:42][CH2:43][CH2:44][S:45]([CH3:48])(=[O:47])=[O:46])=[O:41]>ClCCl.CO>[N:2]1[CH:7]=[CH:6][CH:5]=[CH:4][C:3]=1[N:8]([CH2:32][CH2:33][C:34]([O:36][CH2:37][CH3:38])=[O:35])[C:9]([C:11]1[CH:31]=[CH:30][C:14]2[N:15]([CH3:29])[C:16]([CH2:18][NH:19][C:20]3[CH:25]=[CH:24][C:23]([C:26](=[NH:27])[NH:28][C:40]([O:42][CH2:43][CH2:44][S:45]([CH3:48])(=[O:47])=[O:46])=[O:41])=[CH:22][CH:21]=3)=[N:17][C:13]=2[CH:12]=1)=[O:10] |f:0.1,3.4|. Reported procedure: Prepared analogously to Example 90 from 1-methyl-2-[N-(4-amidinophenyl) aminomethyl]-benzimidazol-5-yl-carboxylic acid-N-(2-pyridyl)-N-(2-ethoxycarbonylethyl)amide hydrochloride and 2-(methylsulfonyl)ethyl chloroformate. Yield: 65% of theory, C31H35N7O7S (649.7); Rf value: 0.54 (silica gel; dichloromethane/methanol=9:1); EKA mass spectrum: (M+H)+=650; (M+H+Na)++=336.6; (M+Na)+=672; (M+2Na)++=347.6. Starting materials: COC(=O)C1NC(CC1)=O (5-oxo-pyrrolidine-2-carboxylic acid methyl ester), BrC1=CC=CC=C1 (bromobenzene), CC1(C2=C(C(=CC=C2)P(C3=CC=CC=C3)C4=CC=CC=C4)OC5=C(C=CC=C51)P(C6=CC=CC=C6)C7=CC=CC=C7)C (Xantphos), C([O-])([O-])=O (carbonate). The reagents and catalysts are C=1C=CC(=CC1)/C=C/C(=O)/C=C/C2=CC=CC=C2.C=1C=CC(=CC1)/C=C/C(=O)/C=C/C2=CC=CC=C2.C=1C=CC(=CC1)/C=C/C(=O)/C=C/C2=CC=CC=C2.[Pd].[Pd] (tris(dibenzylideneacetone)dipalladium(0)). The solvent is C1(=CC=CC=C1)C (toluene). Conditions: temperature 120 celsius, time 20 hour. Yields the product O=C1CC[C@H](N1C1=CC=CC=C1)C(=O)OC (Methyl 5-oxo-1-phenylprolinate). The yield is 48.9%. As a reaction SMILES: [CH3:1][O:2][C:3]([CH:5]1[CH2:9][CH2:8][C:7](=[O:10])[NH:6]1)=[O:4].Br[C:12]1[CH:17]=[CH:16][CH:15]=[CH:14][CH:13]=1.CC1(C)C2C(=C(P(C3C=CC=CC=3)C3C=CC=CC=3)C=CC=2)OC2C(P(C3C=CC=CC=3)C3C=CC=CC=3)=CC=CC1=2.C(=O)([O-])[O-]>C1(C)C=CC=CC=1.C1C=CC(/C=C/C(/C=C/C2C=CC=CC=2)=O)=CC=1.C1C=CC(/C=C/C(/C=C/C2C=CC=CC=2)=O)=CC=1.C1C=CC(/C=C/C(/C=C/C2C=CC=CC=2)=O)=CC=1.[Pd].[Pd]>[O:10]=[C:7]1[N:6]([C:12]2[CH:17]=[CH:16][CH:15]=[CH:14][CH:13]=2)[C@H:5]([C:3]([O:2][CH3:1])=[O:4])[CH2:9][CH2:8]1 |f:5.6.7.8.9|. Procedure details: A mixture of 5-oxo-pyrrolidine-2-carboxylic acid methyl ester (5.00 g, 34.9 mmol), bromobenzene (5.48 g, 34.9 mmol), tris(dibenzylideneacetone)dipalladium(0) (0.96 g, 1.05 mmol), Xantphos™ (1.21 g, 2.09 mmol), and cecium carbonate (15.9 g, 48.9 mmol) in toluene (100 mL) was stirred at 120° C. for 20 h under argon atmosphere. The reaction mixture was cooled to room temperature, and partitioned between ethyl acetate and 2 M HCl solution. The organic layer was washed with saturated NaHCO3 solution,...